From a dataset of the Open Reaction Database (ORD), a public repository of structured organic reaction records. describe an organic reaction: reactants, conditions, products, and yield Starting materials: ClCCCC(C#N)C1=C(C=CC=C1)C(F)(F)F (5-Chloro-2-(2-trifluoromethylphenyl)pentanenitrile), C(C)O (ethanol), C(C)(=O)Cl (Acetyl chloride). The solvent is C(C)(C)(C)OC (tert-butylmethylether). Conditions: temperature 0 celsius, time 67 hour. The product is Cl.ClCCCC(C(OCC)=N)C1=C(C=CC=C1)C(F)(F)F (Ethyl 5-chloro-2-(2-trifluoromethylphenyl)pentanimidoate hydrochloride). Reaction SMILES: [Cl:1][CH2:2][CH2:3][CH2:4][CH:5]([C:8]1[CH:13]=[CH:12][CH:11]=[CH:10][C:9]=1[C:14]([F:17])([F:16])[F:15])[C:6]#[N:7].[CH2:18]([OH:20])[CH3:19].C(Cl)(=O)C>C(OC)(C)(C)C>[ClH:1].[Cl:1][CH2:2][CH2:3][CH2:4][CH:5]([C:8]1[CH:13]=[CH:12][CH:11]=[CH:10][C:9]=1[C:14]([F:15])([F:16])[F:17])[C:6](=[NH:7])[O:20][CH2:18][CH3:19] |f:4.5|. Reported procedure: 5-Chloro-2-(2-trifluoromethylphenyl)pentanenitrile (2.0 g, 7.64 mmol) was dissolved in ethanol (5.36 mL, 91.72 mmol) at room temperature under nitrogen atmosphere. Then, the solution was cooled to 0° C. Acetyl chloride (4.34 mL, 61.14 mmol) was added dropwise to the solution, and the reaction mixture was stirred at room temperature for 67 hours. The reaction mixture was cooled to 10° C. Traces of seed crystal of the title compound which was obtained by the method similar to this step and tert-bu... Starting materials: FC(C(=O)O)(F)F (trifluoroacetic acid), N1(C=NC=C1)C=1C=CC(=NC1OC)/C=C/C(=O)OC(C)(C)C (tert-butyl (E)-3-[5-(1H-imidazol-1-yl)-6-methoxypyridin-2-yl]acrylate). Solvent: ClCCl (dichloromethane). Reaction conditions: time 1 hour. Product: N1(C=NC=C1)C=1C=CC(=NC1OC)/C=C/C(=O)O ((E)-3-[5-(1H-imidazol-1-yl)-6-methoxypyridin-2-yl]acrylic acid). Yield: 86.5%. RXN SMILES: FC(F)(F)C(O)=O.[N:8]1([C:13]2[CH:14]=[CH:15][C:16](/[CH:21]=[CH:22]/[C:23]([O:25]C(C)(C)C)=[O:24])=[N:17][C:18]=2[O:19][CH3:20])[CH:12]=[CH:11][N:10]=[CH:9]1>ClCCl>[N:8]1([C:13]2[CH:14]=[CH:15][C:16](/[CH:21]=[CH:22]/[C:23]([OH:25])=[O:24])=[N:17][C:18]=2[O:19][CH3:20])[CH:12]=[CH:11][N:10]=[CH:9]1. Procedure: A solution of trifluoroacetic acid (3 mL) in dichloromethane (1.5 mL) was added to tert-butyl (E)-3-[5-(1H-imidazol-1-yl)-6-methoxypyridin-2-yl]acrylate (490 mg) under ice-cooling, and the reaction solution was stirred at room temperature for one hour. The reaction solution was concentrated under reduced pressure, diluted with chloroform and then concentrated under reduced pressure. Diethyl ether was added to the residue, and the precipitated solid was collected by filtration. The solid was wash... Reactants: C(C)(=O)OC(C)C=1SC(=C(N1)C)C (1-(4,5-Dimethyl-2-thiazolyl)ethyl acetate), BrCC(=O)C1=CC=CC=C1 (2-bromo-1-phenyl-1-ethanone). Yield: 26.3%. Solvent: C(C)#N (acetonitrile), CCOCC (ether), C(C)#N (acetonitrile), O (water). Reaction SMILES: [C:1]([O:4][CH:5]([C:7]1[S:8][C:9]([CH3:13])=[C:10]([CH3:12])[N:11]=1)[CH3:6])(=O)[CH3:2].[Br:14]CC([C:18]1[CH:23]=[CH:22][CH:21]=[CH:20][CH:19]=1)=O>O.C(#N)C.CCOCC>[Br-:14].[CH3:13][C:9]1[S:8][C:7]2[CH:5]([CH3:6])[O:4][C:1]([C:18]3[CH:23]=[CH:22][CH:21]=[CH:20][CH:19]=3)=[CH:2][N+:11]=2[C:10]=1[CH3:12] |f:5.6|. Procedure details: 1-(4,5-Dimethyl-2-thiazolyl)ethyl acetate (1.28 g, 6.4 mmole), 2-bromo-1-phenyl-1-ethanone (1.28 g, 6.4 mmole), and acetonitrile (0.5 mL) were heated at 105 C with stirring for 3.5 hr. The mixture was diluted with water (60 mL), filtered with water washes (20 mL), and the filtrate was extracted with ether (30 mL). The aqueous phase was evaporated to dryness in vacuo yielding 1.8 g crude product, which was dissolved in acetonitrile, diluted with ether, and stored at room temp. for several days to... Product: [Br-].CC1=C([N+]2=C(C(OC(=C2)C2=CC=CC=C2)C)S1)C (2,3,8-Trimethyl-6-phenyl-8H-thiazolo[2,3-c](1,4)oxazin-4-ium bromide). Conditions: time 3.5 hour. The reactants are [Al+3], CCNCC, COC(=O)c1ccc2c(N)cccc2n1, Cc1ccccc1, [Cl-], [Cl-], [Cl-], O. The product is CCN(CC)C(=O)c1ccc2c(N)cccc2n1. RXN SMILES: [Al+3:2].[CH2:5]([CH3:6])[NH:7][CH2:8][CH3:9].[CH3:10][O:11][C:12](=[O:13])[c:14]1[n:15][c:16]2[cH:17][cH:18][cH:19][c:20]([NH2:24])[c:21]2[cH:22][cH:23]1.[CH3:26][c:27]1[cH:28][cH:29][cH:30][cH:31][cH:32]1.[Cl-:1].[Cl-:3].[Cl-:4].[OH2:25]>>[CH2:5]([CH3:6])[N:7]([CH2:8][CH3:9])[C:12](=[O:13])[c:14]1[n:15][c:16]2[cH:17][cH:18][cH:19][c:20]([NH2:24])[c:21]2[cH:22][cH:23]1. Reactants: COc1c(Br)cc(C#N)cc1[N+](=O)[O-], C=C(C)B(O)O, O=C([O-])[O-], COCCOC, [K+], [K+], O, c1ccc(P(c2ccccc2)(c2ccccc2)[Pd](P(c2ccccc2)(c2ccccc2)c2ccccc2)(P(c2ccccc2)(c2ccccc2)c2ccccc2)P(c2ccccc2)(c2ccccc2)c2ccccc2)cc1. Product: C=C(C)c1cc(C#N)cc([N+](=O)[O-])c1OC. Reaction SMILES: [Br:1][c:2]1[cH:3][c:4]([C:5]#[N:6])[cH:7][c:8]([N+:12](=[O:13])[O-:14])[c:9]1[O:10][CH3:11].[C:16](=[CH2:17])([CH3:18])[B:19]([OH:20])[OH:21].[C:22](=[O:23])([O-:24])[O-:25].[CH3:28][O:29][CH2:30][CH2:31][O:32][CH3:33].[K+:26].[K+:27].[OH2:15].[cH:34]1[cH:35][cH:36][c:37]([P:38]([Pd:39]([P:40]([c:41]2[cH:42][cH:43][cH:44][cH:45][cH:46]2)([c:47]2[cH:48][cH:49][cH:50][cH:51][cH:52]2)[c:53]2[cH:54][cH:55][cH:56][cH:57][cH:58]2)([P:59]([c:60]2[cH:61][cH:62][cH:63][cH:64][cH:65]2)([c:66]2[cH:67][cH:68][cH:69][cH:70][cH:71]2)[c:72]2[cH:73][cH:74][cH:75][cH:76][cH:77]2)[P:78]([c:79]2[cH:80][cH:81][cH:82][cH:83][cH:84]2)([c:85]2[cH:86][cH:87][cH:88][cH:89][cH:90]2)[c:91]2[cH:92][cH:93][cH:94][cH:95][cH:96]2)([c:97]2[cH:98][cH:99][cH:100][cH:101][cH:102]2)[c:103]2[cH:104][cH:105][cH:106][cH:107][cH:108]2)[cH:109][cH:110]1>>[c:2]1([C:16](=[CH2:17])[CH3:18])[cH:3][c:4]([C:5]#[N:6])[cH:7][c:8]([N+:12](=[O:13])[O-:14])[c:9]1[O:10][CH3:11].